This data is from the Open Reaction Database (ORD), a public repository of structured organic reaction records. The task is: describe an organic reaction: reactants, conditions, products, and yield Reactants: NCc1ccccc1, CC(=O)O, CCO, C[N+](=O)[O-], O=Cc1cc[nH]c1. The product is O=[N+]([O-])C=Cc1cc[nH]c1. RXN SMILES: [CH2:12]([NH2:13])[c:14]1[cH:15][cH:16][cH:17][cH:18][cH:19]1.[CH3:20][C:21](=[O:22])[OH:23].[CH3:24][CH2:25][OH:26].[N+:8](=[O:9])([O-:10])[CH3:11].[nH:1]1[cH:2][c:3]([CH:6]=[O:7])[cH:4][cH:5]1>>[nH:1]1[cH:2][c:3]([CH:6]=[CH:11][N+:8](=[O:9])[O-:10])[cH:4][cH:5]1. Starting materials: COc1cccc(-n2nc(C(C)(C)C)cc2N)c1, CCOC(C)=O, Cl, Cl, O, c1cc[nH+]cc1. Yields the product CC(C)(C)c1cc(N)n(-c2cccc(O)c2)n1. RXN SMILES: [C:2]([CH3:3])([CH3:4])([CH3:5])[c:6]1[cH:7][c:8]([NH2:19])[n:9](-[c:11]2[cH:12][c:13]([O:17][CH3:18])[cH:14][cH:15][cH:16]2)[n:10]1.[CH3:28][CH2:29][O:30][C:31]([CH3:32])=[O:33].[ClH:1].[ClH:20].[OH2:27].[nH+:21]1[cH:22][cH:23][cH:24][cH:25][cH:26]1>>[C:2]([CH3:3])([CH3:4])([CH3:5])[c:6]1[cH:7][c:8]([NH2:19])[n:9](-[c:11]2[cH:12][c:13]([OH:17])[cH:14][cH:15][cH:16]2)[n:10]1.